Task: describe an organic reaction: reactants, conditions, products, and yield. Dataset: the Open Reaction Database (ORD), a public repository of structured organic reaction records The reactants are C1CCNC1, [Cl-], CC(C)N(C)c1cc2c(cc1Cl)NC(=O)CC(c1cccc(-n3nncc3CO)c1)=N2, ClCCl, CN(C)C=O, O=S(Cl)Cl. The product is CC(C)N(C)c1cc2c(cc1Cl)NC(=O)CC(c1cccc(-n3nncc3CN3CCCC3)c1)=N2. RXN SMILES: [CH2:37]1[CH2:38][CH2:39][NH:40][CH2:41]1.[Cl-:36].[Cl:1][c:2]1[c:3]([N:27]([CH3:28])[CH:29]([CH3:30])[CH3:31])[cH:4][c:5]2[c:6]([cH:26]1)[NH:7][C:8](=[O:25])[CH2:9][C:10]([c:12]1[cH:13][c:14](-[n:18]3[n:19][n:20][cH:21][c:22]3[CH2:23][OH:24])[cH:15][cH:16][cH:17]1)=[N:11]2.[Cl:42][CH2:43][Cl:44].[O:45]=[CH:46][N:47]([CH3:48])[CH3:49].[S:32]([Cl:33])([Cl:34])=[O:35]>>[Cl:1][c:2]1[c:3]([N:27]([CH3:28])[CH:29]([CH3:30])[CH3:31])[cH:4][c:5]2[c:6]([cH:26]1)[NH:7][C:8](=[O:25])[CH2:9][C:10]([c:12]1[cH:13][c:14](-[n:18]3[n:19][n:20][cH:21][c:22]3[CH2:23][N:40]3[CH2:39][CH2:38][CH2:37][CH2:41]3)[cH:15][cH:16][cH:17]1)=[N:11]2. Starting materials: Cl.C(C1=CC=CC=C1)NCC1CC2=CC=C(C=C2CC1)OC (2-(N-benzylamino)methyl-6-methoxytetralin hydrochloride), C1(=CC=CC=C1)C(CCI)C1=CC=CC=C1 (3,3-diphenylpropyl iodide), C([O-])([O-])=O.[K+].[K+] (potassium carbonate), CN(C)C=O (DMF). Procedure details: 2-(N-benzylamino)methyl-6-methoxytetralin hydrochloride (0.602 g; obtained in Reference Example 6), 3,3-diphenylpropyl iodide (0.803 g) and potassium carbonate (0.800 g) were added to DMF (20 ml). The reaction mixture was stirred at room temperature for 24 hours, and water was added thereto, which was then extracted with ethyl acetate. The organic layer was washed with water and a saturated aqueous sodium chloride solution, then dried, and concentrated. The residue was purified by silica gel col... Yields the product C(C1=CC=CC=C1)N(CCC(C1=CC=CC=C1)C1=CC=CC=C1)CC1CC2=CC=C(C=C2CC1)OC (2-[N-Benzyl-N-(3,3-diphenylpropyl)amino]methyl-6-methoxytetralin). The solvent is O (water). Yield: 37.2%. Reaction conditions: time 24 hour. Reaction SMILES: Cl.[CH2:2]([NH:9][CH2:10][CH:11]1[CH2:20][CH2:19][C:18]2[C:13](=[CH:14][CH:15]=[C:16]([O:21][CH3:22])[CH:17]=2)[CH2:12]1)[C:3]1[CH:8]=[CH:7][CH:6]=[CH:5][CH:4]=1.[C:23]1([CH:29]([C:33]2[CH:38]=[CH:37][CH:36]=[CH:35][CH:34]=2)[CH2:30][CH2:31]I)[CH:28]=[CH:27][CH:26]=[CH:25][CH:24]=1.C(=O)([O-])[O-].[K+].[K+].CN(C=O)C>O>[CH2:2]([N:9]([CH2:10][CH:11]1[CH2:20][CH2:19][C:18]2[C:13](=[CH:14][CH:15]=[C:16]([O:21][CH3:22])[CH:17]=2)[CH2:12]1)[CH2:31][CH2:30][CH:29]([C:23]1[CH:28]=[CH:27][CH:26]=[CH:25][CH:24]=1)[C:33]1[CH:38]=[CH:37][CH:36]=[CH:35][CH:34]=1)[C:3]1[CH:4]=[CH:5][CH:6]=[CH:7][CH:8]=1 |f:0.1,3.4.5|. Reactants: O=C([O-])[O-], C1COCCOCCOCCOCCOCCO1, O=Cc1ccccc1, Cl, [K+], [K+], CC(CN)Oc1cccc2ncnc(Nc3ccc(O)c(Cl)c3)c12, CN(C)C=O, ClCc1ccccn1. The product is CC(CN)Oc1cccc2ncnc(Nc3ccc(OCc4ccccn4)c(Cl)c3)c12. As a reaction SMILES: [C:33](=[O:34])([O-:35])[O-:36].[CH2:48]1[O:49][CH2:50][CH2:51][O:52][CH2:53][CH2:54][O:55][CH2:56][CH2:57][O:58][CH2:59][CH2:60][O:61][CH2:62][CH2:63][O:64][CH2:65]1.[CH:1]([c:2]1[cH:3][cH:4][cH:5][cH:6][cH:7]1)=[O:8].[ClH:39].[K+:37].[K+:38].[NH2:9][CH2:10][CH:11]([O:12][c:13]1[c:14]2[c:15]([NH:23][c:24]3[cH:25][c:26]([Cl:31])[c:27]([OH:30])[cH:28][cH:29]3)[n:16][cH:17][n:18][c:19]2[cH:20][cH:21][cH:22]1)[CH3:32].[O:66]=[CH:67][N:68]([CH3:69])[CH3:70].[c:40]1([CH2:46][Cl:47])[cH:41][cH:42][cH:43][cH:44][n:45]1>>[NH2:9][CH2:10][CH:11]([O:12][c:13]1[c:14]2[c:15]([NH:23][c:24]3[cH:25][c:26]([Cl:31])[c:27]([O:30][CH2:46][c:40]4[cH:41][cH:42][cH:43][cH:44][n:45]4)[cH:28][cH:29]3)[n:16][cH:17][n:18][c:19]2[cH:20][cH:21][cH:22]1)[CH3:32]. RXN SMILES: [ClH:1].O[CH2:3][C:4]1[N:5]=[CH:6][NH:7][C:8]=1[C:9]1[CH:14]=[CH:13][C:12]([Cl:15])=[CH:11][CH:10]=1>S(Cl)(Cl)=O>[ClH:15].[Cl:1][CH2:3][C:4]1[N:5]=[CH:6][NH:7][C:8]=1[C:9]1[CH:14]=[CH:13][C:12]([Cl:15])=[CH:11][CH:10]=1 |f:0.1,3.4|. Run in S(=O)(Cl)Cl (thionyl chloride). Product: Cl.ClCC=1N=CNC1C1=CC=C(C=C1)Cl (4-chloromethyl-5-(4-chlorophenyl)-imidazole hydrochloride). Run at temperature 0 celsius, time 2 hour. Reactants: Cl.OCC=1N=CNC1C1=CC=C(C=C1)Cl (4-hydroxymethyl-5-(4-chlorophenyl)-imidazole hydrochloride). Procedure: 12.25 g (0.05 mole) of 4-hydroxymethyl-5-(4-chlorophenyl)-imidazole hydrochloride is added to stirred thionyl chloride (30 ml). The solution is heated to the boiling temperature and stirred for further 2 hours. After cooling to about 0° C. for about 30 min. the reaction mixture is filtered; the solid on the filter is washed with ethyl ether and dried under vacuum to give 12.7 g (yield 96.6%) of 4-chloromethyl-5-(4-chlorophenyl)-imidazole hydrochloride. Yield: 192.8%. Starting materials: NC1=C(C=C(C(=O)N2C[C@@H](N(CC2)CC=2C=C(C(=O)NC(C)(C)C)C=CC2)C(C)C)C=C1)F ((S)-3-((4-(4-amino-3-fluorobenzoyl)-2-isopropylpiperazin-1-yl)methyl)-N-tert-butylbenzamide), ClC(=O)OC1=CC=C(C=C1)[N+](=O)[O-] (4-nitrophenyl chloroformate), C(C(C)C)N (isobutylamine). The solvent is ClCCl (dichloromethane). Conditions: time 2 hour. Yields the product C(C)(C)(C)NC(C1=CC(=CC=C1)CN1[C@H](CN(CC1)C(C1=CC(=C(C=C1)NC(=O)NCC(C)C)F)=O)C(C)C)=O ((S)—N-tert-Butyl-3-((4-(3-fluoro-4-(3-isobutylureido)benzoyl)-2-isopropylpiperazin-1-yl)methyl)benzamide). Isolated yield 6.2%. As a reaction SMILES: [NH2:1][C:2]1[CH:32]=[CH:31][C:5]([C:6]([N:8]2[CH2:13][CH2:12][N:11]([CH2:14][C:15]3[CH:16]=[C:17]([CH:25]=[CH:26][CH:27]=3)[C:18]([NH:20][C:21]([CH3:24])([CH3:23])[CH3:22])=[O:19])[C@@H:10]([CH:28]([CH3:30])[CH3:29])[CH2:9]2)=[O:7])=[CH:4][C:3]=1[F:33].Cl[C:35](OC1C=CC([N+]([O-])=O)=CC=1)=[O:36].[CH2:47]([NH2:51])[CH:48]([CH3:50])[CH3:49]>ClCCl>[C:21]([NH:20][C:18](=[O:19])[C:17]1[CH:25]=[CH:26][CH:27]=[C:15]([CH2:14][N:11]2[CH2:12][CH2:13][N:8]([C:6](=[O:7])[C:5]3[CH:31]=[CH:32][C:2]([NH:1][C:35]([NH:51][CH2:47][CH:48]([CH3:50])[CH3:49])=[O:36])=[C:3]([F:33])[CH:4]=3)[CH2:9][C@@H:10]2[CH:28]([CH3:29])[CH3:30])[CH:16]=1)([CH3:22])([CH3:23])[CH3:24]. Reported procedure: To a stirred solution of (S)-3-((4-(4-amino-3-fluorobenzoyl)-2-isopropylpiperazin-1-yl)methyl)-N-tert-butylbenzamide (40 mg, 0.088 mmol) in dichloromethane (2 mL) at room temperature was added 4-nitrophenyl chloroformate (18.62 mg, 0.092 mmol). The reaction mixture was stirred for 1 hour before the addition of isobutylamine (6.44 mg, 0.088 mmol). After 2 hours stirring, the reaction mixture was applied to a silica carbonate column (2 g). The eluant was concentrated under vacuum and redissolved i... Reactants: CN(C)C=O, CCOC(C)=O, CC(=O)N(Cc1cc(C(F)(F)F)cc(C(F)(F)F)c1)C1CCCN(C(=O)OC(C)C)c2cc(Br)ccc21, c1ccc(P(c2ccccc2)(c2ccccc2)[Pd](P(c2ccccc2)(c2ccccc2)c2ccccc2)(P(c2ccccc2)(c2ccccc2)c2ccccc2)P(c2ccccc2)(c2ccccc2)c2ccccc2)cc1. The product is CC(=O)N(Cc1cc(C(F)(F)F)cc(C(F)(F)F)c1)C1CCCN(C(=O)OC(C)C)c2cc(C#N)ccc21. As a reaction SMILES: [CH3:38][N:39]([CH3:40])[CH:41]=[O:42].[CH3:43][CH2:44][O:45][C:46](=[O:47])[CH3:48].[CH:1]([CH3:2])([CH3:3])[O:4][C:5](=[O:6])[N:7]1[c:8]2[c:9]([cH:33][cH:34][c:35]([Br:37])[cH:36]2)[CH:10]([N:14]([CH2:15][c:16]2[cH:17][c:18]([C:26]([F:27])([F:28])[F:29])[cH:19][c:20]([C:22]([F:23])([F:24])[F:25])[cH:21]2)[C:30]([CH3:31])=[O:32])[CH2:11][CH2:12][CH2:13]1.[cH:49]1[cH:50][cH:51][c:52]([P:53]([Pd:54]([P:55]([c:56]2[cH:57][cH:58][cH:59][cH:60][cH:61]2)([c:62]2[cH:63][cH:64][cH:65][cH:66][cH:67]2)[c:68]2[cH:69][cH:70][cH:71][cH:72][cH:73]2)([P:74]([c:75]2[cH:76][cH:77][cH:78][cH:79][cH:80]2)([c:81]2[cH:82][cH:83][cH:84][cH:85][cH:86]2)[c:87]2[cH:88][cH:89][cH:90][cH:91][cH:92]2)[P:93]([c:94]2[cH:95][cH:96][cH:97][cH:98][cH:99]2)([c:100]2[cH:101][cH:102][cH:103][cH:104][cH:105]2)[c:106]2[cH:107][cH:108][cH:109][cH:110][cH:111]2)([c:112]2[cH:113][cH:114][cH:115][cH:116][cH:117]2)[c:118]2[cH:119][cH:120][cH:121][cH:122][cH:123]2)[cH:124][cH:125]1>>[CH:1]([CH3:2])([CH3:3])[O:4][C:5](=[O:6])[N:7]1[c:8]2[c:9]([cH:33][cH:34][c:35]([C:38]#[N:39])[cH:36]2)[CH:10]([N:14]([CH2:15][c:16]2[cH:17][c:18]([C:26]([F:27])([F:28])[F:29])[cH:19][c:20]([C:22]([F:23])([F:24])[F:25])[cH:21]2)[C:30]([CH3:31])=[O:32])[CH2:11][CH2:12][CH2:13]1. Starting materials: C(C1=CC=CC=C1)OC(C1=C(C=CC(=C1)N)C)=O (5-amino-2-methyl-benzoic acid benzyl ester), C1=C(C=CC2=CC=CC=C12)C=O (2-naphthaldehyde), O (H2O), CNC[C@H](O)[C@@H](O)[C@H](O)[C@H](O)CO (N-methyl-D-glucamine), C1(CCCCCC1)CCC(=O)O (cycloheptanepropionic acid), C1(CCCCC1)C=O (cyclohexanecarboxaldehyde), C(C1=CC=CC=C1)OC(C1=CC(C(=O)OCC2=CC=CC=C2)=CC(=C1)N)=O (5-amino-isophthalic acid dibenzyl ester). Run in O.O1CCOCC1 (water dioxan). Yields the product C1(CCCCCC1)CCC1=C(N=C(N1)C1CCCCC1)C(=O)O (5-(2-Cycloheptyl-ethyl)-2-cyclohexyl-1H-imidazole-4-carboxylic acid), C1(CCCCCC1)CCC1=C(N=C(N1)C1CCCCC1)C(=O)NC=1C=CC(=C(C(=O)O)C1)C (5-{[5-(2-Cycloheptyl-ethyl)-2-cyclohexyl-1H-imidazole-4-carbonyl]-amino}-2-methyl-benzoic Acid). Reaction SMILES: [CH:1]1([CH2:8][CH2:9][C:10](O)=O)[CH2:7][CH2:6][CH2:5][CH2:4][CH2:3][CH2:2]1.[CH:13]1([CH:19]=O)[CH2:18][CH2:17][CH2:16][CH2:15][CH2:14]1.[CH:21]1[C:30]2[C:25](=[CH:26][CH:27]=[CH:28][CH:29]=2)C=CC=1C=O.C([O:40][C:41](=[O:50])[C:42]1[CH:47]=[C:46]([NH2:48])[CH:45]=[CH:44][C:43]=1[CH3:49])C1C=CC=CC=1.C(OC(=O)C1C=C([NH2:76])C=C(C(OCC2C=CC=CC=2)=O)C=1)C1C=CC=CC=1.C[NH:79][CH2:80][C@@H:81]([C@H]([C@@H]([C@@H](CO)O)O)O)[OH:82].[OH2:91]>O.O1CCOCC1>[CH:1]1([CH2:8][CH2:9][C:10]2[NH:48][C:19]([CH:13]3[CH2:14][CH2:15][CH2:16][CH2:17][CH2:18]3)=[N:79][C:80]=2[C:81]([OH:82])=[O:91])[CH2:2][CH2:3][CH2:4][CH2:5][CH2:6][CH2:7]1.[CH:1]1([CH2:8][CH2:9][C:10]2[NH:76][C:21]([CH:30]3[CH2:25][CH2:26][CH2:27][CH2:28][CH2:29]3)=[N:79][C:80]=2[C:81]([NH:48][C:46]2[CH:45]=[CH:44][C:43]([CH3:49])=[C:42]([CH:47]=2)[C:41]([OH:40])=[O:50])=[O:82])[CH2:2][CH2:3][CH2:4][CH2:5][CH2:6][CH2:7]1 |f:7.8|. Procedure details: 5-(2-Cycloheptyl-ethyl)-2-cyclohexyl-1H-imidazole-4-carboxylic acid was prepared according to the procedure of Example 20, steps a, b and c, with the modification that cycloheptanepropionic acid was used instead of cycloheptaneacetic acid in step a, and cyclohexanecarboxaldehyde replaced 2-naphthaldehyde in step b. The acid was then converted to the title compound according to the procedure of Example 20, steps d and e, with the modification that 5-amino-2-methyl-benzoic acid benzyl ester replac...